Dataset: the Open Reaction Database (ORD), a public repository of structured organic reaction records. Task: describe an organic reaction: reactants, conditions, products, and yield The product is CS(=O)(=O)Nc1ccc2c(c1)C(=O)CC1(CCN(CCc3ccc(Cl)nc3)CC1)O2. Reaction SMILES: [BH3:50].[CH3:2][S:3](=[O:4])(=[O:5])[NH:6][c:7]1[cH:8][cH:9][c:10]2[c:11]([cH:22]1)[C:12](=[O:21])[CH2:13][C:14]1([O:15]2)[CH2:16][CH2:17][NH:18][CH2:19][CH2:20]1.[Cl:24][c:25]1[n:26][cH:27][c:28]([CH2:31][CH2:32][Cl:33])[cH:29][cH:30]1.[Cl:34][c:35]1[n:36][cH:37][c:38]([CH2:39][C:40]([OH:41])=[O:42])[cH:43][cH:44]1.[ClH:1].[ClH:23].[O:45]1[CH2:46][CH2:47][CH2:48][CH2:49]1.[S:51]([Cl:52])([Cl:53])=[O:54]>>[CH3:2][S:3](=[O:4])(=[O:5])[NH:6][c:7]1[cH:8][cH:9][c:10]2[c:11]([cH:22]1)[C:12](=[O:21])[CH2:13][C:14]1([O:15]2)[CH2:16][CH2:17][N:18]([CH2:32][CH2:31][c:28]2[cH:27][n:26][c:25]([Cl:24])[cH:30][cH:29]2)[CH2:19][CH2:20]1. Starting materials: B, CS(=O)(=O)Nc1ccc2c(c1)C(=O)CC1(CCNCC1)O2, ClCCc1ccc(Cl)nc1, O=C(O)Cc1ccc(Cl)nc1, Cl, Cl, C1CCOC1, O=S(Cl)Cl. Reactants: CCOC(=O)C(C)C(=O)N1CCCC1C(=O)O, CO, [Na+], [OH-]. Yields the product CC(C(=O)O)C(=O)N1CCCC1C(=O)O. Reaction SMILES: [CH2:1]([CH3:2])[O:3][C:4](=[O:5])[CH:6]([C:7](=[O:8])[N:9]1[CH:10]([C:11](=[O:12])[OH:13])[CH2:14][CH2:15][CH2:16]1)[CH3:17].[CH3:20][OH:21].[Na+:19].[OH-:18]>>[O:3]=[C:4]([OH:5])[CH:6]([C:7](=[O:8])[N:9]1[CH:10]([C:11](=[O:12])[OH:13])[CH2:14][CH2:15][CH2:16]1)[CH3:17]. The reactants are C(C1=CC=CC=C1)OC1=CC=C(N(CCO[Si](C)(C)C(C)(C)C)CCO[Si](C)(C)C(C)(C)C)C=C1 (4-Benzyloxy-N,N-bis[2-(t-butyldimethylsilyloxy)ethyl]aniline). Reagents/catalysts: [Pd] (Pd/C). Run in C1CCOC1 (THF). Run at time 8 hour. Product: [Si](C)(C)(C(C)(C)C)OCCN(CCO[Si](C)(C)C(C)(C)C)C1=CC=C(C=C1)O (4-{N,N-bis[2-(t-butyldimethylsilyloxy)ethyl]amino}-phenol). The yield is 99.9%. As a reaction SMILES: C([O:8][C:9]1[CH:35]=[CH:34][C:12]([N:13]([CH2:24][CH2:25][O:26][Si:27]([C:30]([CH3:33])([CH3:32])[CH3:31])([CH3:29])[CH3:28])[CH2:14][CH2:15][O:16][Si:17]([C:20]([CH3:23])([CH3:22])[CH3:21])([CH3:19])[CH3:18])=[CH:11][CH:10]=1)C1C=CC=CC=1>C1COCC1.[Pd]>[Si:17]([O:16][CH2:15][CH2:14][N:13]([C:12]1[CH:34]=[CH:35][C:9]([OH:8])=[CH:10][CH:11]=1)[CH2:24][CH2:25][O:26][Si:27]([C:30]([CH3:31])([CH3:32])[CH3:33])([CH3:29])[CH3:28])([C:20]([CH3:21])([CH3:22])[CH3:23])([CH3:19])[CH3:18]. Reported procedure: The benzyl ether 3A (11.4 g, 22.1 mmol) was dissolved in THF, Pd/C catalyst (1.6 g) was added and the suspension stirred overnight under H2 atmosphere. The catalyst was filtered off, the solvent evaporated to afford 4A (9.4 g, 100%) as an oil. Reactants: BrCCCNC(=O)OC(C)(C)C (3-bromo-N-tert-butoxycarbonyl-propylamine), C([O-])([O-])=O.[K+].[K+] (potassium carbonate), FC1=CC=C(C=C1)N(S(=O)(=O)C1=CC=2C3=C(C(NC2C=C1)=O)NC=C3C(=O)O)C (8-[(4-fluorophenyl)-methyl-sulfamoyl]-4-oxo-4,5-dihydro-3H-pyrrolo[2,3-c]quinoline-1-carboxylic acid). Solvent: CN(C=O)C (dimethylformamide). Run at time 18 hour. Product: FC1=CC=C(C=C1)N(S(=O)(=O)C1=CC=2C3=C(C(NC2C=C1)=O)NC=C3C(=O)OCCCNC(=O)OC(C)(C)C)C (3-tert-butoxycarbonylamino-propyl 8-[(4-fluorophenyl)-methyl-sulfamoyl]-4-oxo-4,5-dihydro-3H-pyrrolo[2,3-c]quinoline-1-carboxylate). Yield: 26.2%. Reaction SMILES: Br[CH2:2][CH2:3][CH2:4][NH:5][C:6]([O:8][C:9]([CH3:12])([CH3:11])[CH3:10])=[O:7].C(=O)([O-])[O-].[K+].[K+].[F:19][C:20]1[CH:25]=[CH:24][C:23]([N:26]([CH3:47])[S:27]([C:30]2[CH:39]=[CH:38][C:37]3[NH:36][C:35](=[O:40])[C:34]4[NH:41][CH:42]=[C:43]([C:44]([OH:46])=[O:45])[C:33]=4[C:32]=3[CH:31]=2)(=[O:29])=[O:28])=[CH:22][CH:21]=1>CN(C)C=O>[F:19][C:20]1[CH:25]=[CH:24][C:23]([N:26]([CH3:47])[S:27]([C:30]2[CH:39]=[CH:38][C:37]3[NH:36][C:35](=[O:40])[C:34]4[NH:41][CH:42]=[C:43]([C:44]([O:46][CH2:2][CH2:3][CH2:4][NH:5][C:6]([O:8][C:9]([CH3:12])([CH3:11])[CH3:10])=[O:7])=[O:45])[C:33]=4[C:32]=3[CH:31]=2)(=[O:29])=[O:28])=[CH:22][CH:21]=1 |f:1.2.3|. Procedure: 9 mg (0.04 mmol) of 3-bromo-N-tert-butoxycarbonyl-propylamine and 8 mg (0.06 mmol) of potassium carbonate are added to a solution of 21 mg (0.05 mmol) of 8-[(4-fluorophenyl)-methyl-sulfamoyl]-4-oxo-4,5-dihydro-3H-pyrrolo[2,3-c]quinoline-1-carboxylic acid dissolved in 0.5 mL of dimethylformamide. The reaction mixture is stirred for 18 hours at room temperature then the solvents are evaporated. The residue is purified by chromatography on silica (eluent cyclohexane/ethyl acetate 2/8) then triturat... Reactants: C([O-])([O-])=O.[K+].[K+] (potassium carbonate), IC1=CC=C2CC(NC2=C1)=O (6-iodooxindole), SC1=C(C(=O)O)C=CC=C1 (2-mercapto-benzoic acid), C(CO)O (ethylene glycol), Cl (HCl). Reagents/catalysts: [Cu]I (CuI). Solvent: CCOC(=O)C (EtOAc), O (water), CC(C)O (2-Propanol). Conditions: temperature 80 celsius, time 24 hour. Yields the product O=C1NC2=CC(=CC=C2C1)SC1=C(C(=O)O)C=CC=C1 ((2-Oxo-2,3-dihydro-1H-indol-6-ylsulfanyl)-benzoic acid). Isolated yield 19.2%. Reaction SMILES: C(=O)([O-])[O-].[K+].[K+].I[C:8]1[CH:16]=[C:15]2[C:11]([CH2:12][C:13](=[O:17])[NH:14]2)=[CH:10][CH:9]=1.[SH:18][C:19]1[CH:27]=[CH:26][CH:25]=[CH:24][C:20]=1[C:21]([OH:23])=[O:22].C(O)CO.Cl>CCOC(C)=O.O.[Cu]I.CC(O)C>[O:17]=[C:13]1[CH2:12][C:11]2[C:15](=[CH:16][C:8]([S:18][C:19]3[CH:27]=[CH:26][CH:25]=[CH:24][C:20]=3[C:21]([OH:23])=[O:22])=[CH:9][CH:10]=2)[NH:14]1 |f:0.1.2|. Procedure: CuI (40 mg, 0.05 mmol), potassium carbonate (1.66 g, 12 mmol), 6-iodooxindole (as prepared in Preparation 1; 1.0 g, 4.0 mmol) and 2-mercapto-benzoic acid (0.62 g, 4.0 mmol) were added to a dry schlenk tube. The tube was evacuated and refilled with Ar(g) (3 times). 2-Propanol (5.0 mL) and ethylene glycol (0.5 mL, 8.0 mmol) were injected into the schlenk tube. The schlenk tube was sealed with a teflon valve and was heated to 80° C. and stirred for over 24 hours. Subsequently the reaction mixture w... Starting materials: CC(C)(C)OC(=O)N1CCc2ccc(Cl)c(NCc3ccc(C(=O)O)c(F)c3)c2CC1, ClCCCl, C1CCOC1, CC(C)N, CCN(C(C)C)C(C)C, On1nnc2ccccc21. The product is CC(C)NC(=O)c1ccc(CNc2c(Cl)ccc3c2CCN(C(=O)OC(C)(C)C)CC3)cc1F. RXN SMILES: [C:28]([CH3:29])([CH3:30])([CH3:31])[O:32][C:33](=[O:34])[N:35]1[CH2:36][CH2:37][c:38]2[c:39]([c:42]([NH:47][CH2:48][c:49]3[cH:50][c:51]([F:58])[c:52]([C:55](=[O:56])[OH:57])[cH:53][cH:54]3)[c:43]([Cl:46])[cH:44][cH:45]2)[CH2:40][CH2:41]1.[CH2:24]([Cl:25])[CH2:26][Cl:27].[CH2:59]1[O:60][CH2:61][CH2:62][CH2:63]1.[CH3:1][CH:2]([CH3:3])[NH2:4].[CH:15]([N:16]([CH:17]([CH3:18])[CH3:19])[CH2:20][CH3:21])([CH3:22])[CH3:23].[OH:5][n:6]1[c:7]2[c:8]([cH:9][cH:10][cH:11][cH:12]2)[n:13][n:14]1>>[CH3:1][CH:2]([CH3:3])[NH:4][C:55]([c:52]1[c:51]([F:58])[cH:50][c:49]([CH2:48][NH:47][c:42]2[c:39]3[c:38]([cH:45][cH:44][c:43]2[Cl:46])[CH2:37][CH2:36][N:35]([C:33]([O:32][C:28]([CH3:29])([CH3:30])[CH3:31])=[O:34])[CH2:41][CH2:40]3)[cH:54][cH:53]1)=[O:56].